Dataset: the Open Reaction Database (ORD), a public repository of structured organic reaction records. Task: describe an organic reaction: reactants, conditions, products, and yield The reactants are C([O-])([O-])=O.[K+].[K+] (potassium carbonate), C(C1=CC=CC=C1)S (benzyl mercaptan), COC(C1=C(C(=CC(=C1)Br)[N+](=O)[O-])Cl)=O (5-bromo-2-chloro-3-nitrobenzoic acid methyl ester). The solvent is CO.O (methanol water). Run at temperature 20 celsius, time 2 hour. Product: COC(C1=C(C(=CC(=C1)Br)[N+](=O)[O-])SCC1=CC=CC=C1)=O (2-benzylmercapto-5-bromo-3-nitrobenzoic acid methyl ester). Yield: 93.8%. Reaction SMILES: [CH2:1]([SH:8])[C:2]1[CH:7]=[CH:6][CH:5]=[CH:4][CH:3]=1.C(=O)([O-])[O-].[K+].[K+].[CH3:15][O:16][C:17](=[O:29])[C:18]1[CH:23]=[C:22]([Br:24])[CH:21]=[C:20]([N+:25]([O-:27])=[O:26])[C:19]=1Cl>CO.O>[CH3:15][O:16][C:17](=[O:29])[C:18]1[CH:23]=[C:22]([Br:24])[CH:21]=[C:20]([N+:25]([O-:27])=[O:26])[C:19]=1[S:8][CH2:1][C:2]1[CH:7]=[CH:6][CH:5]=[CH:4][CH:3]=1 |f:1.2.3,5.6|. Procedure: 71.6 g (0.58 mol) of benzyl mercaptan are dissolved in 2.9 l of methanol/water (8:2), and 79.8 g (0.58 mol) of potassium carbonate are added. At 0°-5° C., 170 g (0.58 mol) of 5-bromo-2-chloro-3-nitrobenzoic acid methyl ester are added in portions over a period of 2.5 hours with stirring. Stirring is then continued for a further 2 hours and the internal temperature is then raised to 20° C. The resulting precipitate is then isolated by filtration, washed with a small amount of water and subsequent... Reactants: C(C)(C)(C)OC(NC1CCC(CC1)NC=1C=2N(C=CN1)C(=CN2)C2=NC(=CC=C2)Br)=O ({4-[3-(6-bromo-pyridin-2-yl)-imidazo[1,2-a]pyrazin-8-ylamino]-cyclohexyl}-carbamic acid tert-butyl ester), ClC1=C(CN)C=CC=C1 (2-chloro-benzylamine), CN(C)C1=CC=CC=C1C2=CC=CC=C2P(C3CCCCC3)C4CCCCC4 (Davephos), CC(C)(C)[O-].[Na+] (NaOtBu). Reagents/catalysts: C=1C=CC(=CC1)/C=C/C(=O)/C=C/C2=CC=CC=C2.C=1C=CC(=CC1)/C=C/C(=O)/C=C/C2=CC=CC=C2.C=1C=CC(=CC1)/C=C/C(=O)/C=C/C2=CC=CC=C2.[Pd].[Pd] (Pd2(dba)3). Solvent: O1CCOCC1 (dioxane). Reaction conditions: temperature 110 celsius. Product: C(C)(C)(C)OC(NC1CCC(CC1)NC=1C=2N(C=CN1)C(=CN2)C2=NC(=CC=C2)NCC2=C(C=CC=C2)Cl)=O ((4-{3-[6-(2-chloro-benzylamino)-pyridin-2-yl]-imidazo[1,2-a]pyrazin-8-ylamino}-cyclohexyl)-carbamic acid tert-butyl ester). As a reaction SMILES: [C:1]([O:5][C:6](=[O:31])[NH:7][CH:8]1[CH2:13][CH2:12][CH:11]([NH:14][C:15]2[C:16]3[N:17]([C:21]([C:24]4[CH:29]=[CH:28][CH:27]=[C:26](Br)[N:25]=4)=[CH:22][N:23]=3)[CH:18]=[CH:19][N:20]=2)[CH2:10][CH2:9]1)([CH3:4])([CH3:3])[CH3:2].[Cl:32][C:33]1[CH:40]=[CH:39][CH:38]=[CH:37][C:34]=1[CH2:35][NH2:36].CN(C1C(C2C(P(C3CCCCC3)C3CCCCC3)=CC=CC=2)=CC=CC=1)C.CC([O-])(C)C.[Na+]>O1CCOCC1.C1C=CC(/C=C/C(/C=C/C2C=CC=CC=2)=O)=CC=1.C1C=CC(/C=C/C(/C=C/C2C=CC=CC=2)=O)=CC=1.C1C=CC(/C=C/C(/C=C/C2C=CC=CC=2)=O)=CC=1.[Pd].[Pd]>[C:1]([O:5][C:6](=[O:31])[NH:7][CH:8]1[CH2:13][CH2:12][CH:11]([NH:14][C:15]2[C:16]3[N:17]([C:21]([C:24]4[CH:29]=[CH:28][CH:27]=[C:26]([NH:36][CH2:35][C:34]5[CH:37]=[CH:38][CH:39]=[CH:40][C:33]=5[Cl:32])[N:25]=4)=[CH:22][N:23]=3)[CH:18]=[CH:19][N:20]=2)[CH2:10][CH2:9]1)([CH3:4])([CH3:3])[CH3:2] |f:3.4,6.7.8.9.10|. Reported procedure: A mixture of {4-[3-(6-bromo-pyridin-2-yl)-imidazo[1,2-a]pyrazin-8-ylamino]-cyclohexyl}-carbamic acid tert-butyl ester (from Example 40 supra) (0.244 g, 0.5 mmol), 2-chloro-benzylamine (0.143 g, 1.0 mmol), Pd2(dba)3 (30 mg), Davephos (40 mg), NaOtBu (100 mg, 0.1 mmol) in dioxane (12 mL) in a sealed tube was bubbled with N2 for several minutes and then heated under N2 at 110° C. overnight. The solution was then cooled to room temperature and filtered. The filtrate was concentrated under reduced pr... Reactants: [Si](C)(C)(C(C)(C)C)O[C@@H]([C@H](C=1SC=CN1)NC(OC(C)(C)C)=O)CO[Si](C)(C)C(C)(C)C (tert-butyl (1R,2S)-2,3-bis(tert-butyldimethylsilyloxy)-1-(thiazol-2-yl)propylcarbamate), 4A, [BH4-].[Na+] (NaBH4), O (water), FC(F)(F)S(=O)(=O)OC (Methyl trifluoromethylsulfonate), [BH4-].[Na+] (NaBH4). Reagents/catalysts: [Hg](Cl)Cl (mercury(II)chloride). Run in CC#N (MeCN). Reaction conditions: time 10 minute. Product: [Si](C)(C)(C(C)(C)C)O[C@@H]([C@H](CO)NC(OC(C)(C)C)=O)CO[Si](C)(C)C(C)(C)C (tert-butyl (2S,3S)-3,4-bis(tert-butyldimethylsilyloxy)-1-hydroxybutan-2-ylcarbamate). Isolated yield 97.1%. Reaction SMILES: [Si:1]([O:8][C@H:9]([CH2:24][O:25][Si:26]([C:29]([CH3:32])([CH3:31])[CH3:30])([CH3:28])[CH3:27])[C@@H:10]([NH:16][C:17](=[O:23])[O:18][C:19]([CH3:22])([CH3:21])[CH3:20])[C:11]1SC=CN=1)([C:4]([CH3:7])([CH3:6])[CH3:5])([CH3:3])[CH3:2].FC(S(OC)(=O)=[O:38])(F)F.[BH4-].[Na+].O>CC#N.[Hg](Cl)Cl>[Si:1]([O:8][C@H:9]([CH2:24][O:25][Si:26]([C:29]([CH3:31])([CH3:30])[CH3:32])([CH3:27])[CH3:28])[C@@H:10]([NH:16][C:17](=[O:23])[O:18][C:19]([CH3:22])([CH3:20])[CH3:21])[CH2:11][OH:38])([C:4]([CH3:7])([CH3:5])[CH3:6])([CH3:2])[CH3:3] |f:2.3|. Reported procedure: A solution of tert-butyl (1R,2S)-2,3-bis(tert-butyldimethylsilyloxy)-1-(thiazol-2-yl)propylcarbamate (6.150 g, 12.2 mmol) in 120 mL MeCN was treated with 4A mol. sieves and was allowed to stir at room temperature for 10 minutes. Methyl trifluoromethylsulfonate (1.62 ml, 14.7 mmol) was added, and the reaction mixture was allowed to stir for an additional 30 minutes. The reaction mixture was then concentrated in vacuo. The crude residue was dissolved in 100 mL MeOH, cooled to 0° C., and treated wi... The reactants are COC(=O)c1ccc(C(=O)NNC(C)=C2C(=O)N(c3ccc(C(C)(C)C)cc3)N=C2C)s1, CO, Cl, [Na+], [OH-]. Yields the product CC1=NN(c2ccc(C(C)(C)C)cc2)C(=O)C1=C(C)NNC(=O)c1ccc(C(=O)O)s1. Reaction SMILES: [C:1]([CH3:2])([CH3:3])([CH3:4])[c:5]1[cH:6][cH:7][c:8]([N:11]2[N:12]=[C:13]([CH3:32])[C:14](=[C:17]([CH3:18])[NH:19][NH:20][C:21](=[O:22])[c:23]3[s:24][c:25]([C:28](=[O:29])[O:30][CH3:31])[cH:26][cH:27]3)[C:15]2=[O:16])[cH:9][cH:10]1.[CH3:36][OH:37].[ClH:35].[Na+:34].[OH-:33]>>[C:1]([CH3:2])([CH3:3])([CH3:4])[c:5]1[cH:6][cH:7][c:8]([N:11]2[N:12]=[C:13]([CH3:32])[C:14](=[C:17]([CH3:18])[NH:19][NH:20][C:21](=[O:22])[c:23]3[s:24][c:25]([C:28](=[O:29])[OH:30])[cH:26][cH:27]3)[C:15]2=[O:16])[cH:9][cH:10]1. Procedure: This compound was made from 1-(3,5-dimethoxyphenyl)-2-phenylpropene (13). and BBr3. in 63% yield by the same procedure as described in example 1(c). 1HNMR (CD3C(O)CD3, ppm): δ 2.21 (d, J=1.5 Hz, 3H), 6.23 (t, J=2.2 Hz, 1H), 6.36 (d, J=2.2Hz, 2H), 6.68 (m, 1H), 7.2-7.6 (m, 5H). The product is CC(=CC=1C=C(C=C(C1)O)O)C1=CC=CC=C1 (5-(2-Methyl-2-phenylethenyl)-1,3-benzenediol). As a reaction SMILES: C[O:2][C:3]1[CH:4]=[C:5]([CH:11]=[C:12]([C:14]2[CH:19]=[CH:18][CH:17]=[CH:16][CH:15]=2)[CH3:13])[CH:6]=[C:7]([O:9]C)[CH:8]=1.B(Br)(Br)Br>>[CH3:13][C:12]([C:14]1[CH:19]=[CH:18][CH:17]=[CH:16][CH:15]=1)=[CH:11][C:5]1[CH:6]=[C:7]([OH:9])[CH:8]=[C:3]([OH:2])[CH:4]=1. The yield is 63.0%. Reactants: COC=1C=C(C=C(C1)OC)C=C(C)C1=CC=CC=C1 (1-(3,5-Dimethoxyphenyl)-2-phenylpropene), B(Br)(Br)Br (BBr3). Reactants: CCO, CCOC(C)=O, C=C(C)C(=O)OCCNC(=O)Nc1ccc(C)c(C(=O)c2ccc(Nc3ccc(F)cc3F)cc2Cl)c1, [Na+], [Na+], O=C([O-])O, [OH-], O. Product: Cc1ccc(NC(=O)NCCO)cc1C(=O)c1ccc(Nc2ccc(F)cc2F)cc1Cl. RXN SMILES: [CH3:46][CH2:47][OH:48].[CH3:49][CH2:50][O:51][C:52]([CH3:53])=[O:54].[Cl:1][c:2]1[c:3]([C:4](=[O:5])[c:6]2[cH:7][c:8]([NH:13][C:14]([NH:15][CH2:16][CH2:17][O:18][C:19](=[O:20])[C:21]([CH3:22])=[CH2:23])=[O:24])[cH:9][cH:10][c:11]2[CH3:12])[cH:25][cH:26][c:27]([NH:29][c:30]2[c:31]([F:37])[cH:32][c:33]([F:36])[cH:34][cH:35]2)[cH:28]1.[Na+:39].[Na+:44].[O-:40][C:41]([OH:42])=[O:43].[OH-:38].[OH2:45]>>[Cl:1][c:2]1[c:3]([C:4](=[O:5])[c:6]2[cH:7][c:8]([NH:13][C:14]([NH:15][CH2:16][CH2:17][OH:18])=[O:24])[cH:9][cH:10][c:11]2[CH3:12])[cH:25][cH:26][c:27]([NH:29][c:30]2[c:31]([F:37])[cH:32][c:33]([F:36])[cH:34][cH:35]2)[cH:28]1. The reactants are [N+](=O)(O)[O-] (Nitric acid), FC1=CC=C(C=C1)C=1SC=CC1C1=CC=C(C=C1)S(=O)(=O)C (2-(4-fluorophenyl)-3-[4-(methylsulfonyl)phenyl]thiophene), C([O-])(O)=O.[Na+] (sodium bicarbonate). Run in C(C)(=O)OC(C)=O (acetic anhydride). Reaction conditions: temperature 0 celsius, time 1 hour. Product: FC1=CC=C(C=C1)C=1SC(=CC1C1=CC=C(C=C1)S(=O)(=O)C)[N+](=O)[O-] (2-(4-fluorophenyl)-3-[4-(methylsulfonyl)phenyl]-5-nitrothiophene). Reaction SMILES: [N+:1]([O-:4])(O)=[O:2].[F:5][C:6]1[CH:11]=[CH:10][C:9]([C:12]2[S:13][CH:14]=[CH:15][C:16]=2[C:17]2[CH:22]=[CH:21][C:20]([S:23]([CH3:26])(=[O:25])=[O:24])=[CH:19][CH:18]=2)=[CH:8][CH:7]=1.C(=O)(O)[O-].[Na+]>C(OC(=O)C)(=O)C>[F:5][C:6]1[CH:7]=[CH:8][C:9]([C:12]2[S:13][C:14]([N+:1]([O-:4])=[O:2])=[CH:15][C:16]=2[C:17]2[CH:22]=[CH:21][C:20]([S:23]([CH3:26])(=[O:25])=[O:24])=[CH:19][CH:18]=2)=[CH:10][CH:11]=1 |f:2.3|. Reported procedure: Nitric acid (d=1.42; 1.6 ml) was added dropwise to a stirred solution of 2-(4-fluorophenyl)-3-[4-(methylsulfonyl)phenyl]thiophene (6 g) in acetic anhydride (98 ml) at -5° to 0° C. The mixture was stirred for 1 hour at 0° C., treated with sodium bicarbonate (1 g), and concentrated under reduced pressure. The residue was dissolved in ethyl acetate, washed with water and an aqueous solution of sodium bicarbonate, and concentrated. The residue was purified by column chromatography on silica gel elut...